From a dataset of the Open Reaction Database (ORD), a public repository of structured organic reaction records. describe an organic reaction: reactants, conditions, products, and yield Starting materials: O=C(Nc1ccc(C2(O)CN(C(=O)OCc3ccccc3)C2)c(F)c1)OCc1ccccc1, CC[SiH](CC)CC, ClCCl, O=C(O)C(F)(F)F. Yields the product O=C(Nc1ccc(C2CN(C(=O)OCc3ccccc3)C2)c(F)c1)OCc1ccccc1. As a reaction SMILES: [C:15](=[O:16])([O:17][CH2:18][c:19]1[cH:20][cH:21][cH:22][cH:23][cH:24]1)[N:25]1[CH2:26][C:27]([OH:29])([c:30]2[c:31]([F:47])[cH:32][c:33]([NH:34][C:35](=[O:36])[O:37][CH2:38][c:39]3[cH:40][cH:41][cH:42][cH:43][cH:44]3)[cH:45][cH:46]2)[CH2:28]1.[CH2:1]([SiH:2]([CH2:3][CH3:4])[CH2:5][CH3:6])[CH3:7].[CH2:48]([Cl:49])[Cl:50].[OH:8][C:9]([C:10]([F:11])([F:12])[F:13])=[O:14]>>[C:15](=[O:16])([O:17][CH2:18][c:19]1[cH:20][cH:21][cH:22][cH:23][cH:24]1)[N:25]1[CH2:26][CH:27]([c:30]2[c:31]([F:47])[cH:32][c:33]([NH:34][C:35](=[O:36])[O:37][CH2:38][c:39]3[cH:40][cH:41][cH:42][cH:43][cH:44]3)[cH:45][cH:46]2)[CH2:28]1. The reactants are IN[C@@H](CC1=CC=C(C=C1)O)C(=O)O (iodo tyrosine), Cl (HCl), C1(CCCCC1)N1C(=NC2=C1C=CC(=C2)C(=O)O)C2=COC=C2 (1-Cyclohexyl-2-furan-3-yl-1H-benzoimidazole-5-carboxylic acid), C(C=C)(=O)OC (methyl acrylate), C(=O)(OC(C)(C)C)N[C@@H](CC1=CC=C(C=C1)O)C(=O)O (N-Boc-tyrosine). Run in O1CCOCC1 (dioxane). Yields the product C(N)(=O)[C@H](CC=1C=CC(=C(C1)/C=C/C(=O)O)O)NC(=O)C1=CC2=C(N(C(=N2)C2=COC=C2)C2CCCCC2)C=C1 ((E)-3-[5-((S)-2-Carbamoyl-2-{[1-(1-cyclohexyl-2-furan-3-yl-1H-benzimidazol-5-yl)-methanoyl]-amino}-ethyl)-2-hydroxy-phenyl]-acrylic acid). As a reaction SMILES: I[NH:2][C@H](C(O)=O)CC1C=CC(O)=CC=1.[C:15]([O:19]C)(=[O:18])[CH:16]=[CH2:17].[C:21]([NH:28][C@H:29]([C:38]([OH:40])=O)[CH2:30][C:31]1[CH:36]=[CH:35][C:34]([OH:37])=[CH:33][CH:32]=1)([O:23]C(C)(C)C)=O.Cl.[CH:42]1([N:48]2[C:52]3[CH:53]=[CH:54][C:55](C(O)=O)=[CH:56][C:51]=3[N:50]=[C:49]2[C:60]2[CH:64]=[CH:63][O:62][CH:61]=2)[CH2:47][CH2:46][CH2:45][CH2:44][CH2:43]1>O1CCOCC1>[C:38]([C@@H:29]([NH:28][C:21]([C:55]1[CH:54]=[CH:53][C:52]2[N:48]([CH:42]3[CH2:43][CH2:44][CH2:45][CH2:46][CH2:47]3)[C:49]([C:60]3[CH:64]=[CH:63][O:62][CH:61]=3)=[N:50][C:51]=2[CH:56]=1)=[O:23])[CH2:30][C:31]1[CH:32]=[CH:33][C:34]([OH:37])=[C:35](/[CH:17]=[CH:16]/[C:15]([OH:19])=[O:18])[CH:36]=1)(=[O:40])[NH2:2]. Procedure: The iodo tyrosine derivative prepared above was coupled to methyl acrylate according to the procedure of example 83: MS (ES+) m/z 307 (MH+-Boc). The N-Boc-tyrosine derivative prepared above was deprotected with 4 N HCl in dioxane and coupled with the acid of example 2 in the usual manner. Following saponification of the O-acetyl group the title compound of example 142 was obtained. The reactants are BrC1=CC=C(C=C1)NCC=1C=NC=CC1 (N-(4-bromophenyl)pyridin-3-ylmethylamine), C(C)S(=O)(=O)Cl (ethanesulfonyl chloride). The product is BrC1=CC=C(C=C1)N(S(=O)(=O)CC)CC=1C=NC=CC1 (N-(4-Bromophenyl)-N-(ethanesulfonyl)pyrid-3-ylmethylamine). Reaction SMILES: [Br:1][C:2]1[CH:7]=[CH:6][C:5]([NH:8][CH2:9][C:10]2[CH:11]=[N:12][CH:13]=[CH:14][CH:15]=2)=[CH:4][CH:3]=1.[CH2:16]([S:18](Cl)(=[O:20])=[O:19])[CH3:17]>>[Br:1][C:2]1[CH:3]=[CH:4][C:5]([N:8]([CH2:9][C:10]2[CH:11]=[N:12][CH:13]=[CH:14][CH:15]=2)[S:18]([CH2:16][CH3:17])(=[O:20])=[O:19])=[CH:6][CH:7]=1. Procedure: Using the procedure of Example 343 using N-(4-bromophenyl)pyridin-3-ylmethylamine and ethanesulfonyl chloride (Aldrich) and purifying via preparative HPLC eluting with 90:10 to 70:30 DCM/ethyl acetate gave the title compound. Anal Calcd for C14H15BrN2O2S: C, 47.33; H, 4.26; N, 7.88. Found: C, 47.24; H, 4.23; N, 7.79. MS found 354.0, 355.9 FD. Reactants: FC(C(=O)O)(F)F.C(C)OCCOC1=NC(=C2N=C(NC2=N1)OC)N (2-{[2-(ethyloxy)ethyl]oxy}-8-(methoxy)-9H-purin-6-amine trifluoroacetic acid salt), C([O-])([O-])=O.[K+].[K+] (potassium carbonate), CS(=O)(=O)OCC1COCCC1 (tetrahydro-2H-pyran-3-ylmethyl methanesulfonate). Run in CN(C=O)C (N,N-dimethylformamide), CN(C=O)C (N,N-dimethylformamide), C(C)(=O)OCC (ethyl acetate). Run at temperature 60 celsius, time 1.5 hour. The product is C(C)OCCOC1=NC(=C2N=C(N(C2=N1)CC1COCCC1)OC)N (2-{[2-(Ethyloxy)ethyl]oxy}-8-(methoxy)-9-(tetrahydro-2H-pyran-3-ylmethyl)-9H-Purin-6-amine). As a reaction SMILES: FC(F)(F)C(O)=O.[CH2:8]([O:10][CH2:11][CH2:12][O:13][C:14]1[N:22]=[C:21]2[C:17]([N:18]=[C:19]([O:23][CH3:24])[NH:20]2)=[C:16]([NH2:25])[N:15]=1)[CH3:9].C(=O)([O-])[O-].[K+].[K+].CS(O[CH2:37][CH:38]1[CH2:43][CH2:42][CH2:41][O:40][CH2:39]1)(=O)=O>CN(C)C=O.C(OCC)(=O)C>[CH2:8]([O:10][CH2:11][CH2:12][O:13][C:14]1[N:22]=[C:21]2[C:17]([N:18]=[C:19]([O:23][CH3:24])[N:20]2[CH2:37][CH:38]2[CH2:43][CH2:42][CH2:41][O:40][CH2:39]2)=[C:16]([NH2:25])[N:15]=1)[CH3:9] |f:0.1,2.3.4|. Reported procedure: To a solution of 2-{[2-(ethyloxy)ethyl]oxy}-8-(methoxy)-9H-purin-6-amine trifluoroacetic acid salt (500 mg) in dry N,N-dimethylformamide (6.0 ml) at room temperature and under nitrogen was added potassium carbonate (0.75 g) in one go. The reaction was stirred at 60° C. for 1.5 hours. A solution of tetrahydro-2H-pyran-3-ylmethyl methanesulfonate (0.29 g) in dry N,N-dimethylformamide (1.0 ml) was added in one go and the reaction heated at 90° C. for 2 hours. The reaction was cooled to room tempera... The reactants are ClC1=C(C=C(C=C1)N=C=S)Cl (1,2-dichloro-4-isothiocyanatobenzene), CN (methyl amine). The solvent is C(C)O (ethanol), C(C)O (ethanol). Run at temperature 80 celsius. Product: ClC=1C=C(C=CC1Cl)NC(=S)NC (1-(3,4-dichlorophenyl)-3-methylthiourea), solid. Yield: 69.0%. RXN SMILES: [Cl:1][C:2]1[CH:7]=[CH:6][C:5]([N:8]=[C:9]=[S:10])=[CH:4][C:3]=1[Cl:11].[CH3:12][NH2:13]>C(O)C>[Cl:11][C:3]1[CH:4]=[C:5]([NH:8][C:9]([NH:13][CH3:12])=[S:10])[CH:6]=[CH:7][C:2]=1[Cl:1]. Procedure: To a stirred solution of 1,2-dichloro-4-isothiocyanatobenzene (1 g, 4.9 mmol) in ethanol (30 mL) was added 8M methyl amine in ethanol (0.613 mL, 4.9 mmol) and the reaction was heated at 80° C. overnight. The solvent was removed under vacuum and the residue was washed with diethyl ether (10 mL) and dried to give crude 1-(3,4-dichlorophenyl)-3-methylthiourea as an off white solid (0.8 g, 69%). 1HNMR: 400 MHz, DMSO-d6: δ 2.93 (d, J=4.40 Hz, 3H), 7.37 (d, J=7.60 Hz, 1H), 7.55 (d, J=8.40 Hz, 1H), 7.8... The reactants are CC(=O)O, [Fe], N#Cc1csc([N+](=O)[O-])c1-c1nccs1. Product: N#Cc1csc(N)c1-c1nccs1. Reaction SMILES: [C:17]([OH:18])(=[O:19])[CH3:20].[Fe:16].[N+:1]([O-:2])(=[O:3])[c:4]1[c:5](-[c:11]2[s:12][cH:13][cH:14][n:15]2)[c:6]([C:9]#[N:10])[cH:7][s:8]1>>[NH2:1][c:4]1[c:5](-[c:11]2[s:12][cH:13][cH:14][n:15]2)[c:6]([C:9]#[N:10])[cH:7][s:8]1.